The task is: describe an organic reaction: reactants, conditions, products, and yield. This data is from the Open Reaction Database (ORD), a public repository of structured organic reaction records. Starting materials: ClC=1C=C(C(=O)O)C=CC1C(NC1=CC(=C(C=C1)Cl)C1=NC=CC=C1)=O (3-chloro-4-(4-chloro-3-(pyridin-2-yl)phenylcarbamoyl)benzoic acid), Cl.C(C)NCC (diethylamine hydrochloride). Product: ClC1=C(C(=O)NC2=CC(=C(C=C2)Cl)C2=NC=CC=C2)C=CC(=C1)C(=O)N(CC)CC (2-chloro-N1-(4-chloro-3-(pyridin-2-yl)phenyl)-N4,N4-diethylterephthalamide). Reaction SMILES: [Cl:1][C:2]1[CH:3]=[C:4]([CH:8]=[CH:9][C:10]=1[C:11](=[O:26])[NH:12][C:13]1[CH:18]=[CH:17][C:16]([Cl:19])=[C:15]([C:20]2[CH:25]=[CH:24][CH:23]=[CH:22][N:21]=2)[CH:14]=1)[C:5](O)=[O:6].Cl.[CH2:28]([NH:30][CH2:31][CH3:32])[CH3:29]>>[Cl:1][C:2]1[CH:3]=[C:4]([C:5]([N:30]([CH2:31][CH3:32])[CH2:28][CH3:29])=[O:6])[CH:8]=[CH:9][C:10]=1[C:11]([NH:12][C:13]1[CH:18]=[CH:17][C:16]([Cl:19])=[C:15]([C:20]2[CH:25]=[CH:24][CH:23]=[CH:22][N:21]=2)[CH:14]=1)=[O:26] |f:1.2|. Procedure: 75 mg of 3-chloro-4-(4-chloro-3-(pyridin-2-yl)phenylcarbamoyl)benzoic acid was coupled to diethylamine hydrochloride via Procedure G. The product was purified on reverse phase HPLC to yield 2-chloro-N1-(4-chloro-3-(pyridin-2-yl)phenyl)-N4,N4-diethylterephthalamide. MS (Q1) 443 (M)+. The reactants are BrC1=C(C(=C(C2=CC=CC=C12)OS(=O)(=O)C(F)(F)F)C(C(=O)OCC)=O)C (ethyl 2-(4-bromo-3-methyl-1-(trifluoromethylsulfonyloxy)naphthalen-2-yl)-2-oxoacetate), C(=O)=O.CC#N (dry ice CH3CN), C(=O)([O-])[O-].[Na+].[Na+] (Na2CO3), [B]1OC2=CC=CC=C2O1 (catecholborane). The reagents and catalysts are B1(N2CCC[C@@H]2C(O1)(C3=CC=CC=C3)C4=CC=CC=C4)C ((R) —CBS catalyst). Run in C1(=CC=CC=C1)C (PhMe), CCOC(=O)C (EtOAc). Reaction conditions: temperature -20 celsius, time 30 minute. Yields the product BrC1=C(C(=C(C2=CC=CC=C12)OS(=O)(=O)C(F)(F)F)[C@@H](C(=O)OCC)O)C ((S)-ethyl 2-(4-bromo-3-methyl-1-(trifluoromethylsulfonyl-oxy)naphthalen-2-yl)-2-hydroxyacetate). The yield is 74.6%. Reaction SMILES: [Br:1][C:2]1[C:11]2[C:6](=[CH:7][CH:8]=[CH:9][CH:10]=2)[C:5]([O:12][S:13]([C:16]([F:19])([F:18])[F:17])(=[O:15])=[O:14])=[C:4]([C:20](=[O:26])[C:21]([O:23][CH2:24][CH3:25])=[O:22])[C:3]=1[CH3:27].C(=O)=O.CC#N.[B]1OC2C(=CC=CC=2)O1.C([O-])([O-])=O.[Na+].[Na+]>C1(C)C=CC=CC=1.B1(C)OC(C2C=CC=CC=2)(C2C=CC=CC=2)[C@@H]2N1CCC2.CCOC(C)=O>[Br:1][C:2]1[C:11]2[C:6](=[CH:7][CH:8]=[CH:9][CH:10]=2)[C:5]([O:12][S:13]([C:16]([F:18])([F:17])[F:19])(=[O:14])=[O:15])=[C:4]([C@H:20]([OH:26])[C:21]([O:23][CH2:24][CH3:25])=[O:22])[C:3]=1[CH3:27] |f:1.2,4.5.6,^1:33|. Procedure: A solution of ethyl 2-(4-bromo-3-methyl-1-(trifluoromethylsulfonyloxy)naphthalen-2-yl)-2-oxoacetate (1.18 g, 2.52 mmol) in PhMe (20 mL) was cooled to −40° C. (dry ice/CH3CN). (R) —CBS catalyst (140 mg, 0.504 mmol) was introduced, followed by distilled catecholborane (neat, 402 μL, 3.77 mmol) over a 5 min period. After 30 min, the reaction was warmed to ˜−20° C. EtOAc (20 mL) was added. Then 15% Na2CO3 (10 mL) was added. The reaction was stirred vigorously as it was warmed to 23° C. overnight. Th... The reactants are C(C)O[C@H](C(=O)OC)CC1=CC=C(C=C1)C1=CC(=CC=C1)CN(C(CCCCCCC)=O)C (methyl (S)-2-ethoxy-3-{3′-[(methyloctanoylamino)methyl]biphenyl-4-yl}propionate), O.[OH-].[Li+] (lithium hydroxide monohydrate). Yields the product C(C)O[C@H](C(=O)O)CC1=CC=C(C=C1)C1=CC(=CC=C1)CN(C(CCCCCCC)=O)C ((S)-2-Ethoxy-3-{3′-[(methyloctanoyl-amino) methyl]biphenyl-4-yl}propionic acid). RXN SMILES: [CH2:1]([O:3][C@@H:4]([CH2:9][C:10]1[CH:15]=[CH:14][C:13]([C:16]2[CH:21]=[CH:20][CH:19]=[C:18]([CH2:22][N:23]([CH3:33])[C:24](=[O:32])[CH2:25][CH2:26][CH2:27][CH2:28][CH2:29][CH2:30][CH3:31])[CH:17]=2)=[CH:12][CH:11]=1)[C:5]([O:7]C)=[O:6])[CH3:2].O.[OH-].[Li+]>>[CH2:1]([O:3][C@@H:4]([CH2:9][C:10]1[CH:15]=[CH:14][C:13]([C:16]2[CH:21]=[CH:20][CH:19]=[C:18]([CH2:22][N:23]([CH3:33])[C:24](=[O:32])[CH2:25][CH2:26][CH2:27][CH2:28][CH2:29][CH2:30][CH3:31])[CH:17]=2)=[CH:12][CH:11]=1)[C:5]([OH:7])=[O:6])[CH3:2] |f:1.2.3|. Procedure details: In a manner similar to that of Example 13(c), by reacting 180 mg (0.4 mmol) of methyl (S)-2-ethoxy-3-{3′-[(methyloctanoylamino)methyl]biphenyl-4-yl}propionate with 17 mg (0.4 mmol) of lithium hydroxide monohydrate, and after purification by chromatography on a column of silica eluted with a heptane/ethyl acetate mixture (50/50), 130 mg (74%) of the expected product are obtained in the form of a colorless oil. The reactants are CCN(CC)c1cc(-c2ccccc2)ncn1, Cl, [NH4+], [OH-], O=[N+]([O-])O, O=S(=O)(O)O. The product is CCN(CC)c1cc(-c2cccc([N+](=O)[O-])c2)ncn1, Cl. Reaction SMILES: [CH2:2]([CH3:3])[N:4]([c:5]1[n:6][cH:7][n:8][c:9](-[c:11]2[cH:12][cH:13][cH:14][cH:15][cH:16]2)[cH:10]1)[CH2:17][CH3:18].[ClH:1].[NH4+:28].[OH-:29].[OH:24][N+:25]([O-:26])=[O:27].[S:19](=[O:20])(=[O:21])([OH:22])[OH:23]>>[CH2:2]([CH3:3])[N:4]([c:5]1[n:6][cH:7][n:8][c:9](-[c:11]2[cH:12][c:13]([N+:25](=[O:24])[O-:26])[cH:14][cH:15][cH:16]2)[cH:10]1)[CH2:17][CH3:18].[ClH:1]. Run in O (water). Procedure details: A mixture of 25 g (0.13 m) of diphenylacetonitrile and 27 g (0.13 m) of phosphorus pentachloride is heated at 125° for 4 hours. The reaction mixture is poured into water and extracted with ether. The combined ether extracts are washed with 10% hydrochloric acid, saturated aqueous sodium bicarbonate solution and dried over magnesium sulfate. The solvent is evaporated to give 27 g of crude α-chlorodiphenylacetonitrile. Reactants: C1(=CC=CC=C1)C(C#N)C1=CC=CC=C1 (diphenylacetonitrile), P(Cl)(Cl)(Cl)(Cl)Cl (phosphorus pentachloride). RXN SMILES: [C:1]1([CH:7]([C:10]2[CH:15]=[CH:14][CH:13]=[CH:12][CH:11]=2)[C:8]#[N:9])[CH:6]=[CH:5][CH:4]=[CH:3][CH:2]=1.P(Cl)(Cl)(Cl)(Cl)[Cl:17]>O>[Cl:17][C:7]([C:1]1[CH:2]=[CH:3][CH:4]=[CH:5][CH:6]=1)([C:10]1[CH:11]=[CH:12][CH:13]=[CH:14][CH:15]=1)[C:8]#[N:9]. The product is ClC(C#N)(C1=CC=CC=C1)C1=CC=CC=C1 (α-chlorodiphenylacetonitrile). Isolated yield 91.7%. The reactants are [BH4-].[Na+] (Sodium borohydride), C(=O)C1=CN=CC(=N1)C1=CC2=C(C=N1)C=NN2C2=CC=CC(=N2)N2CCN(CC2)C(=O)OC(C)(C)C (tert-butyl 4-[6-[6-(6-formylpyrazin-2-yl)pyrazolo[4,3-c]pyridin-1-yl]-2-pyridyl]piperazine-1-carboxylate). Solvent: CO (methanol). Conditions: time 1 hour. Yields the product OCC1=CN=CC(=N1)C1=CC2=C(C=N1)C=NN2C2=CC=CC(=N2)N2CCN(CC2)C(=O)OC(C)(C)C (tert-butyl 4-(6-(6-(6-(hydroxymethyl)pyrazin-2-yl)-1H-pyrazolo[4,3-c]pyridin-1-yl)pyridin-2-yl)piperazine-1-carboxylate). As a reaction SMILES: [BH4-].[Na+].[CH:3]([C:5]1[N:10]=[C:9]([C:11]2[N:16]=[CH:15][C:14]3[CH:17]=[N:18][N:19]([C:20]4[N:25]=[C:24]([N:26]5[CH2:31][CH2:30][N:29]([C:32]([O:34][C:35]([CH3:38])([CH3:37])[CH3:36])=[O:33])[CH2:28][CH2:27]5)[CH:23]=[CH:22][CH:21]=4)[C:13]=3[CH:12]=2)[CH:8]=[N:7][CH:6]=1)=[O:4]>CO>[OH:4][CH2:3][C:5]1[N:10]=[C:9]([C:11]2[N:16]=[CH:15][C:14]3[CH:17]=[N:18][N:19]([C:20]4[N:25]=[C:24]([N:26]5[CH2:27][CH2:28][N:29]([C:32]([O:34][C:35]([CH3:38])([CH3:37])[CH3:36])=[O:33])[CH2:30][CH2:31]5)[CH:23]=[CH:22][CH:21]=4)[C:13]=3[CH:12]=2)[CH:8]=[N:7][CH:6]=1 |f:0.1|. Procedure details: Sodium borohydride (25 mg, 0.66 mmol) was added portionwise to a solution of tert-butyl 4-[6-[6-(6-formylpyrazin-2-yl)pyrazolo[4,3-c]pyridin-1-yl]-2-pyridyl]piperazine-1-carboxylate (162 mg, 0.33 mmol) in 6 ml of methanol. The mixture was stirred for 1 hour, concentrated in vacuum, the residue partitioned between ethyl acetate and water. The organic extracts were washed with water, 1% aq. citric acid, water, and brine, dried over sodium sulfate and concentrated. The residue was purified on a 12 ... Reactants: CC(=O)O[BH-](OC(C)=O)OC(C)=O, COc1ccc(C=O)c(OC)c1, CC(=O)O, CCN(C(C)C)C(C)C, Nc1nc(CCl)cs1, ClCCl, Cl, [Na+]. The product is COc1ccc(CNc2nc(CCl)cs2)c(OC)c1. RXN SMILES: [C:31]([O:32][BH-:33]([O:34][C:35](=[O:36])[CH3:37])[O:38][C:39](=[O:40])[CH3:41])(=[O:42])[CH3:43].[CH3:10][O:11][c:12]1[c:13]([CH:14]=[O:15])[cH:16][cH:17][c:18]([O:20][CH3:21])[cH:19]1.[CH3:48][C:49](=[O:50])[OH:51].[CH:22]([N:23]([CH2:24][CH3:25])[CH:26]([CH3:27])[CH3:28])([CH3:29])[CH3:30].[Cl:2][CH2:3][c:4]1[n:5][c:6]([NH2:9])[s:7][cH:8]1.[Cl:45][CH2:46][Cl:47].[ClH:1].[Na+:44]>>[Cl:2][CH2:3][c:4]1[n:5][c:6]([NH:9][CH2:14][c:13]2[c:12]([O:11][CH3:10])[cH:19][c:18]([O:20][CH3:21])[cH:17][cH:16]2)[s:7][cH:8]1. Reactants: COC(OC)c1cc(C(=O)c2ccccc2)ccc1[N+](=O)[O-], ClC(Cl)Cl, Cl. Yields the product O=Cc1cc(C(=O)c2ccccc2)ccc1[N+](=O)[O-]. RXN SMILES: [CH3:1][O:2][CH:3]([c:4]1[cH:5][c:6]([C:13](=[O:14])[c:15]2[cH:16][cH:17][cH:18][cH:19][cH:20]2)[cH:7][cH:8][c:9]1[N+:10](=[O:11])[O-:12])[O:21][CH3:22].[Cl:24][CH:25]([Cl:26])[Cl:27].[ClH:23]>>[O:2]=[CH:3][c:4]1[cH:5][c:6]([C:13](=[O:14])[c:15]2[cH:16][cH:17][cH:18][cH:19][cH:20]2)[cH:7][cH:8][c:9]1[N+:10](=[O:11])[O-:12]. Reactants: N[C@H](CC(C)C)C(=O)O (D-Leu), N[C@@H](CCSC)C(=O)O (Met), N[C@H](CCSC)C(=O)O (D-Met), N[C@@H](C(C)C)C(=O)O (Val), N[C@H](C(C)C)C(=O)O (D-Val). The product is N[C@@H](CC(C)C)C(=O)O (Leucine). RXN SMILES: [NH2:1][C@@H:2]([C:7]([OH:9])=[O:8])[CH2:3][CH:4]([CH3:6])[CH3:5].N[C@H](C(O)=O)C(C)C.N[C@@H](C(O)=O)C(C)C.N[C@H](C(O)=O)CCSC.N[C@@H](C(O)=O)CCSC>>[NH2:1][C@H:2]([C:7]([OH:9])=[O:8])[CH2:3][CH:4]([CH3:6])[CH3:5]. Procedure: D-Leu, Val, D-Val, Met, D-Met